This data is from the Open Reaction Database (ORD), a public repository of structured organic reaction records. The task is: describe an organic reaction: reactants, conditions, products, and yield Procedure details: In 50 ml of absolute ethyl alcohol was dissolved 3.2 g of the 1-(3-morpholinopropyl)-3-(3-diethylaminopropylamino)-5-chloroindazole, and into the solution was introduced dried hydrogen chloride gas under cooling with ice. Then to the solution was added anhydrous diethyl ether to separate crystals. The crystals were obtained by filtration and dried to give 1-(3-morpholinopropyl)-3-(3-diethylaminopropylamino)-5-chloroindazole dihydrochloride having the following analytical value. Solvent: C(C)O (ethyl alcohol). Yields the product Cl.Cl.O1CCN(CC1)CCCN1N=C(C2=CC(=CC=C12)Cl)NCCCN(CC)CC (1-(3-morpholinopropyl)-3-(3-diethylaminopropylamino)-5-chloroindazole dihydrochloride). As a reaction SMILES: [O:1]1[CH2:6][CH2:5][N:4]([CH2:7][CH2:8][CH2:9][N:10]2[C:18]3[C:13](=[CH:14][C:15]([Cl:19])=[CH:16][CH:17]=3)[C:12]([NH:20][CH2:21][CH2:22][CH2:23][N:24]([CH2:27][CH3:28])[CH2:25][CH3:26])=[N:11]2)[CH2:3][CH2:2]1.[ClH:29].C(OCC)C>C(O)C>[ClH:19].[ClH:29].[O:1]1[CH2:6][CH2:5][N:4]([CH2:7][CH2:8][CH2:9][N:10]2[C:18]3[C:13](=[CH:14][C:15]([Cl:19])=[CH:16][CH:17]=3)[C:12]([NH:20][CH2:21][CH2:22][CH2:23][N:24]([CH2:27][CH3:28])[CH2:25][CH3:26])=[N:11]2)[CH2:3][CH2:2]1 |f:4.5.6|. Starting materials: O1CCN(CC1)CCCN1N=C(C2=CC(=CC=C12)Cl)NCCCN(CC)CC (1-(3-morpholinopropyl)-3-(3-diethylaminopropylamino)-5-chloroindazole), Cl (hydrogen chloride), C(C)OCC (diethyl ether).